This data is from the Open Reaction Database (ORD), a public repository of structured organic reaction records. The task is: describe an organic reaction: reactants, conditions, products, and yield Starting materials: CC(C)(C)[Si](C)(C)OC1CCCC(N)CCC1, CCN(C(C)C)C(C)C, O=C(Cl)OCc1ccccc1, ClCCl. Yields the product CC(C)(C)[Si](C)(C)OC1CCCC(NC(=O)OCc2ccccc2)CCC1. RXN SMILES: [C:12]([CH3:13])([CH3:14])([CH3:15])[Si:16]([O:17][CH:18]1[CH2:19][CH2:20][CH2:21][CH:22]([NH2:26])[CH2:23][CH2:24][CH2:25]1)([CH3:27])[CH3:28].[CH:29]([N:30]([CH:31]([CH3:32])[CH3:33])[CH2:34][CH3:35])([CH3:36])[CH3:37].[Cl:1][C:2](=[O:3])[O:4][CH2:5][c:6]1[cH:7][cH:8][cH:9][cH:10][cH:11]1.[Cl:38][CH2:39][Cl:40]>>[C:2](=[O:3])([O:4][CH2:5][c:6]1[cH:7][cH:8][cH:9][cH:10][cH:11]1)[NH:26][CH:22]1[CH2:21][CH2:20][CH2:19][CH:18]([O:17][Si:16]([C:12]([CH3:13])([CH3:14])[CH3:15])([CH3:27])[CH3:28])[CH2:25][CH2:24][CH2:23]1. Starting materials: N(=NC(=O)OCC)C(=O)OCC (Diethyl azodicarboxylate), COC1=C(C=CC=C1)S(=O)(=O)OC=1C=C(OCCCO)C=C(C1)C (3-[3-(2-methoxyphenylsulfonyloxy)-5-methylphenoxy]propanol), C1(=CC=CC=C1)P(C1=CC=CC=C1)C1=CC=CC=C1 (triphenylphosphine), ON1C(C=2C(C1=O)=CC=CC2)=O (N-hydroxyphthalimide). Solvent: O1CCCC1 (tetrahydrofuran). Reaction conditions: temperature 0 celsius, time 20 minute. The product is COC1=C(C=CC=C1)S(=O)(=O)OC=1C=C(OCCCON2C(C=3C(C2=O)=CC=CC3)=O)C=C(C1)C (N-[3-[3-(2-Methoxyphenylsulfonyloxy)-5-methylphenoxy]propoxy]phthalimide). Isolated yield 69.0%. As a reaction SMILES: N(C(OCC)=O)=NC(OCC)=O.[CH3:13][O:14][C:15]1[CH:20]=[CH:19][CH:18]=[CH:17][C:16]=1[S:21]([O:24][C:25]1[CH:26]=[C:27]([CH:33]=[C:34]([CH3:36])[CH:35]=1)[O:28][CH2:29][CH2:30][CH2:31][OH:32])(=[O:23])=[O:22].C1(P(C2C=CC=CC=2)C2C=CC=CC=2)C=CC=CC=1.O[N:57]1[C:61](=[O:62])[C:60]2=[CH:63][CH:64]=[CH:65][CH:66]=[C:59]2[C:58]1=[O:67]>O1CCCC1>[CH3:13][O:14][C:15]1[CH:20]=[CH:19][CH:18]=[CH:17][C:16]=1[S:21]([O:24][C:25]1[CH:26]=[C:27]([CH:33]=[C:34]([CH3:36])[CH:35]=1)[O:28][CH2:29][CH2:30][CH2:31][O:32][N:57]1[C:58](=[O:67])[C:59]2=[CH:66][CH:65]=[CH:64][CH:63]=[C:60]2[C:61]1=[O:62])(=[O:23])=[O:22]. Procedure: Diethyl azodicarboxylate (67 (L, 0.40 mmol) was added dropwise over 5.5 min to 3-[3-(2-methoxyphenylsulfonyloxy)-5-methylphenoxy]propanol (118 mg, 0.33 mmol, prepared in the preceding step), triphenylphosphine (106 mg, 0.40 mmol), and N-hydroxyphthalimide (55 mg, 0.33 mmol) in anhydrous tetrahydrofuran (3 mL) at 0° C. under a nitrogen atmosphere. The solution was stirred at 0° C. for an additional 20 min then at ambient temperature overnight. The reaction mixture was concentrated, and the residu...